From a dataset of the Open Reaction Database (ORD), a public repository of structured organic reaction records. describe an organic reaction: reactants, conditions, products, and yield Starting materials: N1C=C(C2=CC=CC=C12)C(=O)O (1H-indole-3-carboxylic acid), C(C(=O)Cl)(=O)Cl (oxalyl chloride). The reagents and catalysts are CN(C)C=O (DMF). Run in ClCCCl (1,2-dichloroethane). Reaction conditions: time 1 hour. Yields the product N1C=C(C2=CC=CC=C12)C(=O)Cl (1H-indole-3-carboxylic acid chloride). RXN SMILES: [NH:1]1[C:9]2[C:4](=[CH:5][CH:6]=[CH:7][CH:8]=2)[C:3]([C:10]([OH:12])=O)=[CH:2]1.C(Cl)(=O)C([Cl:16])=O>ClCCCl.CN(C=O)C>[NH:1]1[C:9]2[C:4](=[CH:5][CH:6]=[CH:7][CH:8]=2)[C:3]([C:10]([Cl:16])=[O:12])=[CH:2]1. Reported procedure: 1H-indole-3-carboxylic acid (3.00 g, 18.6 mmol) was suspended in 1,2-dichloroethane (15 mL), and oxalyl chloride (2.42 mL, 25.38 mmol) was added dropwise. To this reaction liquor, a catalytic amount of DMF (one drop) was added, and the reaction liquor was stirred for one hour at room temperature. The solvent of the reaction mixture was distilled off under reduced pressure, to obtain 1H-indole-3-carboxylic acid chloride as a solid. The obtained acid chloride was suspended in 1,2-dichloroethane (2... Reactants: B(Br)(Br)Br (boron tribromide), FC=1C=CC\2=C(OCC3=C(/C2=C(\C#N)/C)C=CC(=C3)CN3C(=NC2=C3C=CC=C2OC)COC)C1 ((E)-2-(3-fluoro-8-{[4-methoxy-2-(methoxymethyl)-1H-benzo[d]imidazol-1-yl]methyl}dibenzo[b,e]oxepin-11(6H)-ylidene)propanenitrile), [OH-].[Na+] (sodium hydroxide). Run in ClCCl (dichloromethane). Reaction conditions: time 2 hour. The product is FC=1C=CC\2=C(OCC3=C(/C2=C(\C#N)/C)C=CC(=C3)CN3C(=NC2=C3C=CC=C2O)CO)C1 ((E)-2-(3-fluoro-8-{[4-hydroxy-2-(hydroxymethyl)-1H-benzo[d]imidazol-1-yl]methyl}dibenzo[b,e]oxepin-11(6H)-ylidene)propanenitrile). Isolated yield 75.5%. RXN SMILES: [F:1][C:2]1[CH:3]=[CH:4][C:5]2=[C:6]([CH:35]=1)[O:7][CH2:8][C:9]1[CH:19]=[C:18]([CH2:20][N:21]3[C:25]4[CH:26]=[CH:27][CH:28]=[C:29]([O:30]C)[C:24]=4[N:23]=[C:22]3[CH2:32][O:33]C)[CH:17]=[CH:16][C:10]=1/[C:11]/2=[C:12](/[CH3:15])\[C:13]#[N:14].B(Br)(Br)Br.[OH-].[Na+]>ClCCl>[F:1][C:2]1[CH:3]=[CH:4][C:5]2=[C:6]([CH:35]=1)[O:7][CH2:8][C:9]1[CH:19]=[C:18]([CH2:20][N:21]3[C:25]4[CH:26]=[CH:27][CH:28]=[C:29]([OH:30])[C:24]=4[N:23]=[C:22]3[CH2:32][OH:33])[CH:17]=[CH:16][C:10]=1/[C:11]/2=[C:12](/[CH3:15])\[C:13]#[N:14] |f:2.3|. Procedure: [step 4] (E)-2-(3-fluoro-8-{[4-methoxy-2-(methoxymethyl)-1H-benzo[d]imidazol-1-yl]methyl}dibenzo[b,e]oxepin-11(6H)-ylidene)propanenitrile (1.0 g, 2.1 mmol) obtained in step 3 was dissolved in dichloromethane (11 mL), boron tribromide (21.0 mL, 21.0 mmol, 1.0 mol/L dichloromethane solution) was added at 0° C., and the mixture was stirred at room temperature for 2 hr. To the mixture was added 2 mol/L aqueous sodium hydroxide solution, and the mixture was extracted 3 times with chloroform. The comb... The reactants are C(C)OC(=O)C1(CCCC1)C1=CC=NC=C1 (1-pyridin-4-yl-cyclopentanecarboxylic acid ethyl ester). Reagents/catalysts: O=[Pt]=O (PtO2). The solvent is CO (MeOH), Cl (HCl). Product: C(C)OC(=O)C1(CCCC1)C1CCNCC1 (1-Piperidin-4-yl-cyclopentanecarboxylic acid ethyl ester), hydrochloride salt. As a reaction SMILES: [CH2:1]([O:3][C:4]([C:6]1([C:11]2[CH:16]=[CH:15][N:14]=[CH:13][CH:12]=2)[CH2:10][CH2:9][CH2:8][CH2:7]1)=[O:5])[CH3:2]>CO.Cl.O=[Pt]=O>[CH2:1]([O:3][C:4]([C:6]1([CH:11]2[CH2:16][CH2:15][NH:14][CH2:13][CH2:12]2)[CH2:10][CH2:9][CH2:8][CH2:7]1)=[O:5])[CH3:2]. Procedure details: 1.75 g of 1-pyridin-4-yl-cyclopentanecarboxylic acid ethyl ester are dissolved in a mixture of 100 ml of MeOH and aqueous HCl (32%) and the mixture obtained is hydrogenated in the presence of 175 mg of PtO2 as a catalyst under pressure for 5 hours. From the mixture obtained the catalyst is removed by filtration and solvent is evaporated. 1-Piperidin-4-yl-cyclopentanecarboxylic acid ethyl ester in the form of a hydrochloride salt is obtained. 13C-NMR (CD3OD): 176.73, 61.33, 57.71, 45.08, 45.00, 4...